Dataset: the Open Reaction Database (ORD), a public repository of structured organic reaction records. Task: describe an organic reaction: reactants, conditions, products, and yield Starting materials: Cl.N1(C=NC=C1)CCOCC(=O)O (5-(imidazol-1-yl)-3-oxa-pentanoic acid-hydrochloride), OCCN1C=NC=C1 (1-(2-hydroxyethyl)imidazole), [H-].[Na+] (sodium hydride), ClCC(=O)OCC (ethyl chloroacetate). Solvent: CN(C=O)C (dimethyl formamide). The product is C(C)OC(COCCN1C=NC=C1)=O (5-(imidazol-1-yl)-3-oxa-pentanoic acid-ethyl ester). RXN SMILES: Cl.[N:2]1([CH2:7][CH2:8][O:9][CH2:10][C:11]([OH:13])=[O:12])[CH:6]=[CH:5][N:4]=[CH:3]1.O[CH2:15][CH2:16]N1C=CN=C1.[H-].[Na+].ClCC(OCC)=O>CN(C)C=O>[CH2:15]([O:12][C:11](=[O:13])[CH2:10][O:9][CH2:8][CH2:7][N:2]1[CH:6]=[CH:5][N:4]=[CH:3]1)[CH3:16] |f:0.1,3.4|. Procedure details: The 5-(imidazol-1-yl)-3-oxa-pentanoic acid-hydrochloride used as the starting material is prepared in the following manner: 1-(2-hydroxyethyl)imidazole (J. Chem. Soc. 1977, 1272) is reacted in the presence of sodium hydride with ethyl chloroacetate in dimethyl formamide to form 5-(imidazol-1-yl)-3-oxa-pentanoic acid-ethyl ester (oil) and the desired acid is obtained from it by heating with 6 N hydrochloric acid. Starting materials: C(C)(=O)OCC1=NC(=NC(=C1)SCC)SCC (4-acetoxymethyl-2,6-diethylthio-pyrimidine), [OH-].[Na+] (sodium hydroxide). Run in C(C)O (ethanol), C(C)O (ethanol), C(C)OCC (diethyl ether). The product is C(C)SC1=NC(=CC(=N1)CO)SCC (2,6-diethylthio-4-hydroxymethyl-pyrimidine). Reaction SMILES: C([O:4][CH2:5][C:6]1[CH:11]=[C:10]([S:12][CH2:13][CH3:14])[N:9]=[C:8]([S:15][CH2:16][CH3:17])[N:7]=1)(=O)C.[OH-].[Na+]>C(O)C.C(OCC)C>[CH2:16]([S:15][C:8]1[N:7]=[C:6]([CH2:5][OH:4])[CH:11]=[C:10]([S:12][CH2:13][CH3:14])[N:9]=1)[CH3:17] |f:1.2|. Procedure: A solution of 1.6 g (0.0059 mol) of 4-acetoxymethyl-2,6-diethylthio-pyrimidine in 3 ml of ethanol is treated at 0° C. with a solution of 0.86 g (0.0065 mol) of sodium hydroxide in 2.5 ml of ethanol. After 5 minutes the mixture is diluted with 150 ml of diethyl ether and washed neutral with water. The organic phase is dried over anhydrous magnesium sulphate and evaporated. In this manner there is obtained as the residue 2,6-diethylthio-4-hydroxymethyl-pyrimidine.